From a dataset of the Open Reaction Database (ORD), a public repository of structured organic reaction records. describe an organic reaction: reactants, conditions, products, and yield Reactants: CO, Cl, CC(C)(C)OC(=O)N1CCC(CNC(=O)N2C(=O)C3(CCCC3)c3ccccc32)CC1. Product: O=C(NCC1CCNCC1)N1C(=O)C2(CCCC2)c2ccccc21. RXN SMILES: [CH3:33][OH:34].[ClH:32].[O:1]=[C:2]1[N:3]([C:15](=[O:16])[NH:17][CH2:18][CH:19]2[CH2:20][CH2:21][N:22]([C:25]([O:26][C:27]([CH3:28])([CH3:29])[CH3:30])=[O:31])[CH2:23][CH2:24]2)[c:4]2[cH:5][cH:6][cH:7][cH:8][c:9]2[C:10]12[CH2:11][CH2:12][CH2:13][CH2:14]2>>[O:1]=[C:2]1[N:3]([C:15](=[O:16])[NH:17][CH2:18][CH:19]2[CH2:20][CH2:21][NH:22][CH2:23][CH2:24]2)[c:4]2[cH:5][cH:6][cH:7][cH:8][c:9]2[C:10]12[CH2:11][CH2:12][CH2:13][CH2:14]2. Starting materials: C(#N)C1=CC(=C(C=C1)C=1C=NN(C1O)C1=NC=C(C(=O)O)C=C1)C (6-(4-(4-cyano-2-methylphenyl)-5-hydroxy-1H-pyrazol-1-yl)nicotinic acid), C(C)N1C(CCC1)CNC (1-(1-ethylpyrrolidin-2-yl)-N-methylmethanamine). The product is C(#N)C1=CC(=C(C=C1)C=1C=NN(C1O)C1=NC=C(C(=O)N(C)CC2N(CCC2)CC)C=C1)C (6-(4-(4-cyano-2-methylphenyl)-5-hydroxy-1H-pyrazol-1-yl)-N-((1-ethylpyrrolidin-2-yl)methyl)-N-methylnicotinamide). RXN SMILES: [C:1]([C:3]1[CH:8]=[CH:7][C:6]([C:9]2[CH:10]=[N:11][N:12]([C:15]3[CH:23]=[CH:22][C:18]([C:19]([OH:21])=O)=[CH:17][N:16]=3)[C:13]=2[OH:14])=[C:5]([CH3:24])[CH:4]=1)#[N:2].[CH2:25]([N:27]1[CH2:31][CH2:30][CH2:29][CH:28]1[CH2:32][NH:33][CH3:34])[CH3:26]>>[C:1]([C:3]1[CH:8]=[CH:7][C:6]([C:9]2[CH:10]=[N:11][N:12]([C:15]3[CH:23]=[CH:22][C:18]([C:19]([N:33]([CH2:32][CH:28]4[CH2:29][CH2:30][CH2:31][N:27]4[CH2:25][CH3:26])[CH3:34])=[O:21])=[CH:17][N:16]=3)[C:13]=2[OH:14])=[C:5]([CH3:24])[CH:4]=1)#[N:2]. Reported procedure: The title compound was prepared in a manner similar to Example 112 using 6-(4-(4-cyano-2-methylphenyl)-5-hydroxy-1H-pyrazol-1-yl)nicotinic acid and 1-(1-ethylpyrrolidin-2-yl)-N-methylmethanamine. 1H NMR (400 MHz, DMSO-d6) δ ppm 0.92-1.36 (m, 3H) 1.60-1.96 (m, 2H) 2.11 (br. s., 1H) 2.43 (s, 3H) 2.60-2.95 (m, 2H) 3.06 (br. s., 3H) 3.12-3.58 (m, 5H) 3.58-3.84 (m, 1H) 7.54 (d, J=8.08 Hz, 1H) 7.59 (s, 1H) 7.93 (s, 1H) 7.98 (dd, J=8.72, 2.15 Hz, 1H) 8.07 (br. s., 1H) 8.48 (d, J=8.08 Hz, 1H) 8.50-8.54 ...